This data is from the Open Reaction Database (ORD), a public repository of structured organic reaction records. The task is: describe an organic reaction: reactants, conditions, products, and yield Starting materials: ClC1=CC=CC=2N1C=CN2 (5-chloroimidazo[1,2-a]pyridine), O (Water), [H-].[Na+] (sodium hydride), oil, S1C(=CC=C1)C(=O)N1CCC(CC1)O (1-(2-thienylcarbonyl)-4-hydroxypiperidine). Run in CN(C=O)C (dimethylformamide). Yields the product S1C(=CC=C1)C(=O)N1CCC(CC1)OC1=CC=CC=2N1C=CN2 (5-[1-(2-thienylcarbonyl)-4-piperidyloxy] imidazo[1,2-a]pyridine). Yield: 4.6%. Reaction SMILES: [H-].[Na+].[S:3]1[CH:7]=[CH:6][CH:5]=[C:4]1[C:8]([N:10]1[CH2:15][CH2:14][CH:13]([OH:16])[CH2:12][CH2:11]1)=[O:9].Cl[C:18]1[N:23]2[CH:24]=[CH:25][N:26]=[C:22]2[CH:21]=[CH:20][CH:19]=1.O>CN(C)C=O>[S:3]1[CH:7]=[CH:6][CH:5]=[C:4]1[C:8]([N:10]1[CH2:11][CH2:12][CH:13]([O:16][C:18]2[N:23]3[CH:24]=[CH:25][N:26]=[C:22]3[CH:21]=[CH:20][CH:19]=2)[CH2:14][CH2:15]1)=[O:9] |f:0.1|. Procedure details: To a suspension of 60% sodium hydride in oil (0.40 g, 10 mmoles) in dimethylformamide (30 ml) was added 1-(2-thienylcarbonyl)-4-hydroxypiperidine (2.11 g, 10 mmoles) with stirring under ice-cooling and the mixture was stirred at room temperature for 30 minutes. To this reaction mixture was added 5-chloroimidazo[1,2-a]pyridine (1.53 g, 10 mmoles) with stirring under ice-cooling, followed by stirring at room temperature for 7 hours. Water was added to the reaction mixture, which was extracted with... The reactants are ClC=1C=C(C(=C(C1)C=1C=NC=2C(CCC2C1)NC(=O)C1(CC1)N)C=1N=NN(N1)C)F (1-Amino-cyclopropanecarboxylic acid{(rac)-3-[5-chloro-3-fluoro-2-(2-methyl-2H-tetrazol-5-yl)-phenyl]-6,7-dihydro-5H-[1]pyrindin-7-yl}-amide), CC1=NOC(=C1)C(=O)O (3-methyl-isoxazole-5-carboxylic acid). The product is ClC=1C=C(C(=C(C1)C=1C=NC=2C(CCC2C1)NC(=O)C1(CC1)NC(=O)C1=CC(=NO1)C)C=1N=NN(N1)C)F (3-Methyl-isoxazole-5-carboxylic acid(1-{(rac)-3-[5-chloro-3-fluoro-2-(2-methyl-2H-tetrazol-5-yl)-phenyl]-6,7-dihydro-5H-[1]pyrindin-7-ylcarbamoyl}-cyclopropyl)-amide). RXN SMILES: [Cl:1][C:2]1[CH:3]=[C:4]([F:30])[C:5]([C:24]2[N:25]=[N:26][N:27]([CH3:29])[N:28]=2)=[C:6]([C:8]2[CH:9]=[N:10][C:11]3[CH:12]([NH:17][C:18]([C:20]4([NH2:23])[CH2:22][CH2:21]4)=[O:19])[CH2:13][CH2:14][C:15]=3[CH:16]=2)[CH:7]=1.[CH3:31][C:32]1[CH:36]=[C:35]([C:37](O)=[O:38])[O:34][N:33]=1>>[Cl:1][C:2]1[CH:3]=[C:4]([F:30])[C:5]([C:24]2[N:25]=[N:26][N:27]([CH3:29])[N:28]=2)=[C:6]([C:8]2[CH:9]=[N:10][C:11]3[CH:12]([NH:17][C:18]([C:20]4([NH:23][C:37]([C:35]5[O:34][N:33]=[C:32]([CH3:31])[CH:36]=5)=[O:38])[CH2:22][CH2:21]4)=[O:19])[CH2:13][CH2:14][C:15]=3[CH:16]=2)[CH:7]=1. Procedure details: In analogy to the procedures described for the preparation of intermediate A-1 [B], 1-amino-cyclopropanecarboxylic acid{(rac)-3-[5-chloro-3-fluoro-2-(2-methyl-2H-tetrazol-5-yl)-phenyl]-6,7-dihydro-5H-[1]pyrindin-7-yl}-amide (example 55) was coupled with 3-methyl-isoxazole-5-carboxylic acid to yield the title compound as light yellow solid. MS: 537.2 (MH+, 1Cl).